From a dataset of the Open Reaction Database (ORD), a public repository of structured organic reaction records. describe an organic reaction: reactants, conditions, products, and yield Reactants: CCOC(C)=O, CCOC(=O)c1cc(OC)c2ccn(C3CC3)c2c1, [Na+], CN(C)C=O, [OH-], O=P(Cl)(Cl)Cl. Yields the product CCOC(=O)c1cc(OC)c2c(C=O)cn(C3CC3)c2c1. Reaction SMILES: [CH3:30][CH2:31][O:32][C:33]([CH3:34])=[O:35].[CH:6]1([n:9]2[cH:10][cH:11][c:12]3[c:13]([O:23][CH3:24])[cH:14][c:15]([C:18](=[O:19])[O:20][CH2:21][CH3:22])[cH:16][c:17]23)[CH2:7][CH2:8]1.[Na+:37].[O:25]=[CH:26][N:27]([CH3:28])[CH3:29].[OH-:36].[P:1]([Cl:2])([Cl:3])([Cl:4])=[O:5]>>[CH:6]1([n:9]2[cH:10][c:11]([CH:26]=[O:25])[c:12]3[c:13]([O:23][CH3:24])[cH:14][c:15]([C:18](=[O:19])[O:20][CH2:21][CH3:22])[cH:16][c:17]23)[CH2:7][CH2:8]1. The reactants are N1=CNC2=C1C=CC(=C2)N (benzimidazol-5-amine), S1C(=CC=C1)C1=CC=C(CBr)C=C1 (4-(thiophen-2-yl)benzylbromide), C(=O)([O-])[O-].[K+].[K+] (K2CO3). Product: S1C(=CC=C1)C1=CC=C(CN(C2=CC3=C(NC=N3)C=C2)CC2=CC=C(C=C2)C=2SC=CC2)C=C1 (N,N-Bis(4-(thiophen-2-yl)benzyl)-1H-benzo[d]imidazol-5-amine). As a reaction SMILES: [N:1]1[C:5]2[CH:6]=[CH:7][C:8]([NH2:10])=[CH:9][C:4]=2[NH:3][CH:2]=1.[S:11]1[CH:15]=[CH:14][CH:13]=[C:12]1[C:16]1[CH:23]=[CH:22][C:19]([CH2:20]Br)=[CH:18][CH:17]=1.C([O-])([O-])=O.[K+].[K+]>>[S:11]1[CH:15]=[CH:14][CH:13]=[C:12]1[C:16]1[CH:23]=[CH:22][C:19]([CH2:20][N:10]([CH2:20][C:19]2[CH:18]=[CH:17][C:16]([C:12]3[S:11][CH:15]=[CH:14][CH:13]=3)=[CH:23][CH:22]=2)[C:8]2[CH:7]=[CH:6][C:5]3[NH:1][CH:2]=[N:3][C:4]=3[CH:9]=2)=[CH:18][CH:17]=1 |f:2.3.4|. Procedure details: The compound was synthesized starting from benzimidazol-5-amine (133 mg; 1 mmol; 1 eq.), 4-(thiophen-2-yl)benzylbromide (557 mg; 2.2 mmol; 2.2 eq.) and K2CO3 (304 mg; 2.2 mmol; 2.2 eq.) according to method 5; Yield: 0.09 g (18.9%); MS m/z: 478.4 [M+H]+; 1H-NMR (500 MHz, DMSO d6): δ 4.70 (s, 4H); 6.73 (br s, 1H); 6.78 (dd, 1H, 4J=2.1 Hz, 3J=8.9 Hz); 7.10-7.11 (m, 2H); 7.33-7.36 (m, 5H); 7.45 (dd, 2H); 7.49 (dd, 2H); 7.59-7.60 (m, 4H); 7.91 (s, 1H); 11.99 (br s, 1H); HPLC (METHOD [A]): rt 19.76 mi... The reactants are C1=CC=C(C(=C1)C=O)C=O (o-phthalaldehyde), CC(C)(C)OC(C(CC)=P(C1=CC=CC=C1)(C1=CC=CC=C1)C1=CC=CC=C1)=O (2-(triphenylphosphoranylidene)-butanoic acid 1,1-dimethylethyl ester). Product: CC(C)(C)OC(\C(=C\C1=C(C=CC=C1)C=O)\CC)=O ((E)-3-(2-Formylphenyl)-2-ethyl-2-propenoic acid 1,1-dimethylethyl ester). As a reaction SMILES: [CH:1]1[CH:6]=[C:5]([CH:7]=[O:8])[C:4]([CH:9]=O)=[CH:3][CH:2]=1.[CH3:11][C:12]([O:15][C:16](=[O:39])[C:17](=P(C1C=CC=CC=1)(C1C=CC=CC=1)C1C=CC=CC=1)[CH2:18][CH3:19])([CH3:14])[CH3:13]>>[CH3:11][C:12]([O:15][C:16](=[O:39])/[C:17](/[CH2:18][CH3:19])=[CH:9]/[C:4]1[CH:3]=[CH:2][CH:1]=[CH:6][C:5]=1[CH:7]=[O:8])([CH3:14])[CH3:13]. Reported procedure: From o-phthalaldehyde and 2-(triphenylphosphoranylidene)-butanoic acid 1,1-dimethylethyl ester.